From a dataset of the Open Reaction Database (ORD), a public repository of structured organic reaction records. describe an organic reaction: reactants, conditions, products, and yield The reactants are C(C)(C)(C)C=1C=C(C(=O)O)C=C(C1O)C(C)(C)C (3,5-di-tert-butyl-4-hydroxybenzoic acid), resultant mixture, C1(CCCCC1)N=C=NC1CCCCC1 (dicyclohexylcarbodiimide), NC=1C=NC2=CC=C(C=C2C1C1=C(C(=C(C=C1)OC)OC)OC)Cl (3-amino-6-chloro-4-(2,3,4-trimethoxyphenyl) quinoline). The solvent is ClCCl (dichloromethane). Run at temperature 0 celsius. Product: C(C)(C)(C)C=1C=C(C(=O)NC=2C=NC3=CC=C(C=C3C2C2=C(C(=C(C=C2)OC)OC)OC)Cl)C=C(C1O)C(C)(C)C (3-(3,5-di-tert-butyl-4-hydroxybenzamido)-6-chloro-4-(2,3, 4-trimethoxyphenyl) quinoline). Isolated yield 47.6%. RXN SMILES: [C:1]([C:5]1[CH:6]=[C:7]([CH:11]=[C:12]([C:15]([CH3:18])([CH3:17])[CH3:16])[C:13]=1[OH:14])[C:8]([OH:10])=O)([CH3:4])([CH3:3])[CH3:2].C1(N=C=NC2CCCCC2)CCCCC1.[NH2:34][C:35]1[CH:36]=[N:37][C:38]2[C:43]([C:44]=1[C:45]1[CH:50]=[CH:49][C:48]([O:51][CH3:52])=[C:47]([O:53][CH3:54])[C:46]=1[O:55][CH3:56])=[CH:42][C:41]([Cl:57])=[CH:40][CH:39]=2>ClCCl>[C:15]([C:12]1[CH:11]=[C:7]([CH:6]=[C:5]([C:1]([CH3:3])([CH3:2])[CH3:4])[C:13]=1[OH:14])[C:8]([NH:34][C:35]1[CH:36]=[N:37][C:38]2[C:43]([C:44]=1[C:45]1[CH:50]=[CH:49][C:48]([O:51][CH3:52])=[C:47]([O:53][CH3:54])[C:46]=1[O:55][CH3:56])=[CH:42][C:41]([Cl:57])=[CH:40][CH:39]=2)=[O:10])([CH3:17])([CH3:16])[CH3:18]. Procedure: To a solution of 3,5-di-tert-butyl-4-hydroxybenzoic acid (220 mg) in dichloromethane (20 ml) was dropwise added dicyclohexylcarbodiimide (DCC) (180 mg) under stirring at 0° C. The mixture was stirred at 0° C. for 15 minutes. Then, 3-amino-6-chloro-4-(2,3,4-trimethoxyphenyl) quinoline (250 mg) was added to this mixture. The resultant mixture was stirred at 0° C. for an hour and at room temperature for two days. After the residue was filtered off, the filtrate was diluted with water and extracted ... Reactants: NC1=CC=C2CCCN(C2=C1)C (7-amino-1-methyl-1,2,3,4-tetrahydroquinoline), C1(=CC=C(C=C1)C(=O)O)C1=CC=CC=C1 (4-biphenylcarboxylic acid), Cl.CN(CCCN=C=NCC)C (1-(3-dimethylaminopropyl)-3-ethylcarbodiimide hydrochloride). Run in C(Cl)Cl (DCM). The product is CN1CCCC2=CC=C(C=C12)NC(=O)C1=CC=C(C=C1)C1=CC=CC=C1 (N-(1-Methyl-1,2,3,4-tetrahydroquinolin-7-yl)-1,1′-biphenyl-4-carboxamide). Reaction SMILES: [NH2:1][C:2]1[CH:11]=[C:10]2[C:5]([CH2:6][CH2:7][CH2:8][N:9]2[CH3:12])=[CH:4][CH:3]=1.[C:13]1([C:22]2[CH:27]=[CH:26][CH:25]=[CH:24][CH:23]=2)[CH:18]=[CH:17][C:16]([C:19](O)=[O:20])=[CH:15][CH:14]=1.Cl.CN(C)CCCN=C=NCC>C(Cl)Cl>[CH3:12][N:9]1[C:10]2[C:5](=[CH:4][CH:3]=[C:2]([NH:1][C:19]([C:16]3[CH:17]=[CH:18][C:13]([C:22]4[CH:23]=[CH:24][CH:25]=[CH:26][CH:27]=4)=[CH:14][CH:15]=3)=[O:20])[CH:11]=2)[CH2:6][CH2:7][CH2:8]1 |f:2.3|. Procedure details: To a solution of 7-amino-1-methyl-1,2,3,4-tetrahydroquinoline (D3) (325 mg, 2 mmol) in DCM (10 ml) was added 4-biphenylcarboxylic acid (476 mg, 2.4 mmol) and 1-(3-dimethylaminopropyl)-3-ethylcarbodiimide hydrochloride (444 mg, 2.4 mmol) and the reaction stirred at ambient temperature. After 1 h the reaction mixture was filtered to give the title compound as a white solid. The filtrate was diluted with DCM, washed with sat. aq. sodium bicarbonate solution, dried over MgSO4 and concentrated in vac... The product is COc1cc2ncnc(Oc3cccc(NC(=O)Nc4cc(C(C)(CF)CF)no4)c3)c2cc1OC. Reactants: C1CCOC1, COc1cc2ncnc(Oc3cccc(N)c3)c2cc1OC, CCN(C(C)C)C(C)C, CC(CF)(CF)c1cc(NC(=O)Oc2ccccc2)on1. RXN SMILES: [CH2:53]1[O:54][CH2:55][CH2:56][CH2:57]1.[CH3:22][O:23][c:24]1[cH:25][c:26]2[c:27]([O:36][c:37]3[cH:38][c:39]([NH2:40])[cH:41][cH:42][cH:43]3)[n:28][cH:29][n:30][c:31]2[cH:32][c:33]1[O:34][CH3:35].[CH:44]([N:45]([CH2:46][CH3:47])[CH:48]([CH3:49])[CH3:50])([CH3:51])[CH3:52].[F:1][CH2:2][C:3]([CH2:4][F:5])([CH3:6])[c:7]1[n:8][o:9][c:10]([NH:12][C:13]([O:14][c:15]2[cH:16][cH:17][cH:18][cH:19][cH:20]2)=[O:21])[cH:11]1>>[F:1][CH2:2][C:3]([CH2:4][F:5])([CH3:6])[c:7]1[n:8][o:9][c:10]([NH:12][C:13](=[O:21])[NH:40][c:39]2[cH:38][c:37]([O:36][c:27]3[c:26]4[cH:25][c:24]([O:23][CH3:22])[c:33]([O:34][CH3:35])[cH:32][c:31]4[n:30][cH:29][n:28]3)[cH:43][cH:42][cH:41]2)[cH:11]1. Starting materials: C[Si](C)(C)[N-][Si](C)(C)C.[K+] (KHMDS), NC1=C(C=C(C(=C1)Cl)C1=CC=C(C=C1)N(C)C)C(=O)OC (methyl 4-amino-6-chloro-4′-(dimethylamino)-[1,1′-biphenyl]-3-carboxylate), NC1=C(C=C(C(=C1)Cl)C1=CC=C(C=C1)N(C)C)C(=O)OC (Methyl 4-amino-6-chloro-4′-(dimethylamino)-[1,1′-biphenyl]-3-carboxylate), CC1=NN(C=C1)CC(=O)OCC (ethyl 2-(3-methyl-1H-pyrazol-1-yl)acetate). The solvent is C1CCOC1 (THF), C1CCOC1 (THF). Conditions: time 20 minute. Product: ClC1=C(C=C2C(=C(C(NC2=C1)=O)N1N=C(C=C1)C)O)C1=CC=C(C=C1)N(C)C (7-chloro-6-(4-(dimethylamino)phenyl)-4-hydroxy-3-(3-methyl-1H-pyrazol-1-yl)quinolin-2(1H)-one). The yield is 73.2%. Reaction SMILES: [NH2:1][C:2]1[CH:7]=[C:6]([Cl:8])[C:5]([C:9]2[CH:14]=[CH:13][C:12]([N:15]([CH3:17])[CH3:16])=[CH:11][CH:10]=2)=[CH:4][C:3]=1[C:18]([O:20]C)=O.[CH3:22][C:23]1[CH:27]=[CH:26][N:25]([CH2:28][C:29](OCC)=[O:30])[N:24]=1.C[Si]([N-][Si](C)(C)C)(C)C.[K+]>C1COCC1>[Cl:8][C:6]1[CH:7]=[C:2]2[C:3]([C:18]([OH:20])=[C:28]([N:25]3[CH:26]=[CH:27][C:23]([CH3:22])=[N:24]3)[C:29](=[O:30])[NH:1]2)=[CH:4][C:5]=1[C:9]1[CH:10]=[CH:11][C:12]([N:15]([CH3:16])[CH3:17])=[CH:13][CH:14]=1 |f:2.3|. Reported procedure: To a solution of methyl 4-amino-6-chloro-4′-(dimethylamino)-[1,1′-biphenyl]-3-carboxylate, (Intermediate 47) (416 mg, 1.365 mmol) and ethyl 2-(3-methyl-1H-pyrazol-1-yl)acetate (Alinda Chemical Ltd, 275 mg, 1.638 mmol) in THF (8.4 mL) stirred under nitrogen at room temperature was added KHMDS 1M/THF (4.09 mL, 4.09 mmol) The reaction mixture was stirred at room temperature for 20 min before being quenched with MeOH, evaporated in vacuo and taken up in water (10 mL). The aqueous layer was acidified... The reactants are O=C1C(SC2=C(N1)C=CC=C2)CC(=O)OCC (ethyl 2-(3,4-dihydro-3-oxo-2H-1,4-benzothiazin-2-yl)acetate), [H-].[Na+] (sodium hydride), BrCC=1SC2=C(N1)C=C(C=C2)F (2-bromomethyl-5-fluorobenzothiazole). The solvent is CN(C=O)C (N,N-dimethylformamide), CN(C=O)C (N,N-dimethylformamide). Reaction conditions: time 30 minute. Product: FC=1C=CC2=C(N=C(S2)CN2C(C(SC3=C2C=CC=C3)CC(=O)OCC)=O)C1 (Ethyl 2-[4-(5-fluorobenzothiazol-2-yl)methyl-3,4-dihydro-3-oxo-2H-1,4-benzothiazin-2-yl]acetate). The yield is 66.3%. RXN SMILES: [O:1]=[C:2]1[NH:7][C:6]2[CH:8]=[CH:9][CH:10]=[CH:11][C:5]=2[S:4][CH:3]1[CH2:12][C:13]([O:15][CH2:16][CH3:17])=[O:14].[H-].[Na+].Br[CH2:21][C:22]1[S:23][C:24]2[CH:30]=[CH:29][C:28]([F:31])=[CH:27][C:25]=2[N:26]=1>CN(C)C=O>[F:31][C:28]1[CH:29]=[CH:30][C:24]2[S:23][C:22]([CH2:21][N:7]3[C:6]4[CH:8]=[CH:9][CH:10]=[CH:11][C:5]=4[S:4][CH:3]([CH2:12][C:13]([O:15][CH2:16][CH3:17])=[O:14])[C:2]3=[O:1])=[N:26][C:25]=2[CH:27]=1 |f:1.2|. Procedure details: Under ice cooling, 1.01 g of ethyl 2-(3,4-dihydro-3-oxo-2H-1,4-benzothiazin-2-yl)acetate was added to a suspension of 176 mg of sodium hydride (60% in mineral oil) in 7 ml of N,N-dimethylformamide. The mixture was stirred for 30 minutes. After a solution of 1.08 g of 2-bromomethyl-5-fluorobenzothiazole in 3 ml of N,N-dimethylformamide was added dropwise to the mixture, the mixture was stirred at room temperature overnight. Thereafter the reaction mixture was poured onto ice water, and then extra... The reactants are S(=O)(=O)(O)C1=CC=C(C)C=C1.C1(=CC=CC=C1)C1(CCNCC1)C(=O)O (4-phenyl-piperidine-4-carboxylic acid tosylate), C[Si](C)(C)Cl (TMSCl). Solvent: CO (MeOH). Reaction conditions: temperature 50 celsius, time 15 hour. Yields the product COC(=O)C1(CCNCC1)C1=CC=CC=C1 (4-Phenyl-piperidine-4-carboxylic acid methyl ester). Reaction SMILES: S([C:5]1C=CC(C)=CC=1)(O)(=O)=O.[C:12]1([C:18]2([C:24]([OH:26])=[O:25])[CH2:23][CH2:22][NH:21][CH2:20][CH2:19]2)[CH:17]=[CH:16][CH:15]=[CH:14][CH:13]=1.C[Si](Cl)(C)C>CO>[CH3:5][O:25][C:24]([C:18]1([C:12]2[CH:13]=[CH:14][CH:15]=[CH:16][CH:17]=2)[CH2:19][CH2:20][NH:21][CH2:22][CH2:23]1)=[O:26] |f:0.1|. Procedure details: To a solution of 4-phenyl-piperidine-4-carboxylic acid tosylate (4.6 g, 20 mmol) in MeOH (25 mL) is added TMSCl (10 mL) and the reaction mixture is stirred at 50° C. for 15 h. The reaction mixture is cooled and evaporated. The residue is taken up in MeOH (5 mL), poured into sat. Na2CO3 (100 mL) and extracted with CH2Cl2 (3×50 mL). The combined organic extracts are dried (Na2SO4), filtered and evaporated to provide the title compound.